From a dataset of the Open Reaction Database (ORD), a public repository of structured organic reaction records. describe an organic reaction: reactants, conditions, products, and yield Starting materials: C(\C=C\C)=O (crotonaldehyde), [NH4+].[OH-] (NH4OH), BrC1=C(C=C(C=C1)N)I ((4-bromo-3-iodophenyl)amine), Cl (HCl), C1(=C(C(=O)C(=C(C1=O)Cl)Cl)Cl)Cl (p-chloranil). The solvent is C(C)(C)O (isopropanol), CCOC(=O)C (EtOAc), C(C)(C)O (isopropanol). Procedure: To (4-bromo-3-iodophenyl)amine (11.93 g, 40 mmol) was added cone HCl (6 ml), p-chloranil (9.83 g, 1 equiv.) and isopropanol (20 ml) and the mixture was heated to reflux. A solution of crotonaldehyde (3.98 ml) in isopropanol (3.8 ml) was then added at a rate of 0.1 ml/min using a syringe pump and the mixture was stirred at reflux for another 40 rain after the end of the addition. The mixture was cooled to r.t., dilated with EtOAc and 5% aq. NH4OH. The products were extracted in EtOAc and the orga... RXN SMILES: [Br:1][C:2]1[CH:7]=[CH:6][C:5]([NH2:8])=[CH:4][C:3]=1[I:9].Cl.[C:11]1(Cl)[C:17](=O)C(Cl)=C(Cl)[C:13](=O)[C:12]=1Cl.C(=O)/C=C/C.[NH4+].[OH-]>C(O)(C)C.CCOC(C)=O>[Br:1][C:2]1[CH:7]=[C:6]2[C:5](=[CH:4][C:3]=1[I:9])[N:8]=[C:12]([CH3:13])[CH:11]=[CH:17]2 |f:4.5|. Product: BrC=1C=C2C=CC(=NC2=CC1I)C (6-bromo-7-iodo-2-methylquinoline). Reactants: CC1([C@@H](NC(O1)=O)C1=CC=CC=C1)C ((S)-5,5-dimethyl-4-phenyloxazolidin-2-one), CNCCNC (N,N′-dimethylethylenediamine), IC1=CC=C(C(=O)OC)C=C1 (methyl 4-iodobenzoate), P(=O)([O-])([O-])[O-].[K+].[K+].[K+] (potassium phosphate). The reagents and catalysts are [Cu]I (copper (I) iodide). Run in O1CCOCC1 (dioxane). The product is CC1([C@@H](N(C(O1)=O)C1=CC=C(C(=O)OC)C=C1)C1=CC=CC=C1)C ((S)-methyl 4-(5,5-dimethyl-2-oxo-4-phenyloxazolidin-3-yl)benzoate). Yield: 93.0%. As a reaction SMILES: [CH3:1][C:2]1([CH3:14])[O:6][C:5](=[O:7])[NH:4][C@H:3]1[C:8]1[CH:13]=[CH:12][CH:11]=[CH:10][CH:9]=1.I[C:16]1[CH:25]=[CH:24][C:19]([C:20]([O:22][CH3:23])=[O:21])=[CH:18][CH:17]=1.P([O-])([O-])([O-])=O.[K+].[K+].[K+].CNCCNC>[Cu]I.O1CCOCC1>[CH3:1][C:2]1([CH3:14])[O:6][C:5](=[O:7])[N:4]([C:16]2[CH:25]=[CH:24][C:19]([C:20]([O:22][CH3:23])=[O:21])=[CH:18][CH:17]=2)[C@H:3]1[C:8]1[CH:9]=[CH:10][CH:11]=[CH:12][CH:13]=1 |f:2.3.4.5|. Reported procedure: To a round bottom flask were added (S)-5,5-dimethyl-4-phenyloxazolidin-2-one (commercially available from Sigma-Aldrich, Milwaukee, Wis.) (1.717 g, 8.98 mmol), methyl 4-iodobenzoate (commercially available from Sigma-Aldrich, Milwaukee, Wis.) (2.353 g, 8.98 mmol), and dioxane (90 mL). Tribasic potassium phosphate (9.53 g, 44.9 mmol), and copper (I) iodide (1.710 g, 8.98 mmol) were then added to the flask. The vessel was purged with nitrogen and N,N′-dimethylethylenediamine (1.933 mL, 17.96 mmol)... Starting materials: COC(C1=C(C(=CC=C1)Br)F)=O (3-Bromo-2-fluorobenzoic acid methyl ester), N1C(CCC1)=O (pyrrolidin-2-one). The product is COC(C1=C(C(=CC=C1)N1C(CCC1)=O)F)=O (2-Fluoro-3-(2-oxopyrrolidin-1-yl)benzoic acid methyl ester). The yield is 26.9%. RXN SMILES: [CH3:1][O:2][C:3](=[O:12])[C:4]1[CH:9]=[CH:8][CH:7]=[C:6](Br)[C:5]=1[F:11].[NH:13]1[CH2:17][CH2:16][CH2:15][C:14]1=[O:18]>>[CH3:1][O:2][C:3](=[O:12])[C:4]1[CH:9]=[CH:8][CH:7]=[C:6]([N:13]2[CH2:17][CH2:16][CH2:15][C:14]2=[O:18])[C:5]=1[F:11]. Procedure: 3-Bromo-2-fluorobenzoic acid methyl ester (500 mg, 2.15 mmol) was treated with pyrrolidin-2-one (273 mg, 3.22 mmol) as described in D24 to afford the title ester (137 mg).